The task is: describe an organic reaction: reactants, conditions, products, and yield. This data is from the Open Reaction Database (ORD), a public repository of structured organic reaction records. Starting materials: C(C)(C)(C)OC(NC1CCN(CC1)C1=NC(=NS1)C)=O ([1-(3-methyl-[1,2,4]thiadiazol-5-yl)-piperidin-4-yl]-carbamic acid tert-butyl ester), Cl (HCl). Solvent: C(Cl)Cl (CH2Cl2), C(C)OCC (diethyl ether). Yields the product Cl.Cl.CC1=NSC(=N1)N1CCC(CC1)N (1-(3-Methyl-[1,2,4]thiadiazol-5-yl)-piperidin-4-ylamine dihydrochloride). Yield: 100.0%. Reaction SMILES: C(OC(=O)[NH:7][CH:8]1[CH2:13][CH2:12][N:11]([C:14]2[S:18][N:17]=[C:16]([CH3:19])[N:15]=2)[CH2:10][CH2:9]1)(C)(C)C.[ClH:21]>C(Cl)Cl.C(OCC)C>[ClH:21].[ClH:21].[CH3:19][C:16]1[N:15]=[C:14]([N:11]2[CH2:10][CH2:9][CH:8]([NH2:7])[CH2:13][CH2:12]2)[S:18][N:17]=1 |f:4.5.6|. Procedure details: To a solution of [1-(3-methyl-[1,2,4]thiadiazol-5-yl)-piperidin-4-yl]-carbamic acid tert-butyl ester (256 mg, 0.86 mmol) in CH2Cl2 (8.6 mL) was added at room temperature under stirring a 2 M HCl solution in diethyl ether (4.3 mL) and was stirred at room temperature over night. The solvent was removed under reduced pressure. The crude product was treated twice with diethyl ether to yield the title compound as a yellow semi-solid (260 mg, 100%) Conditions: time 16 hour. Yield: 72.8%. The product is ClC=1C=C(C=CC1OCC1CC1)C=1OC2=C(N1)C=CC(=C2)OC[C@H](C)NC(OC(C)(C)C)=O (tert-butyl ((2S)-1-((2-(3-chloro-4-(cyclopropylmethoxy)phenyl)-1,3-benzoxazol-6-yl)oxy)propan-2-yl)carbamate). Solvent: C1CCOC1 (THF). The reactants are ClC=1C=C(C=CC1OCC1CC1)C=1OC2=C(N1)C=CC(=C2)O (2-(3-chloro-4-(cyclopropylmethoxy)phenyl)-1,3-benzoxazol-6-ol), OC[C@H](C)NC(OC(C)(C)C)=O (tert-butyl ((2S)-1-hydroxypropan-2-yl)carbamate), C1(=CC=CC=C1)P(C1=CC=CC=C1)C1=CC=CC=C1 (triphenylphosphine), C1(=CC=CC=C1)C.N(=NC(=O)OC(C)C)C(=O)OC(C)C (diisopropyl azodicarboxylate toluene). Procedure: To a solution of 2-(3-chloro-4-(cyclopropylmethoxy)phenyl)-1,3-benzoxazol-6-ol (1.00 g), tert-butyl ((2S)-1-hydroxypropan-2-yl)carbamate (0.832 g) and triphenylphosphine (1.25 g) in THF (10 mL) was added dropwise diisopropyl azodicarboxylate toluene solution (1.9 M, 2.50 mL), and the mixture was stirred at room temperature for 16 hr. The reaction mixture was concentrated under reduced pressure, and the residue was purified by silica gel column chromatography (NH, hexane/ethyl acetate) to give th... As a reaction SMILES: [Cl:1][C:2]1[CH:3]=[C:4]([C:13]2[O:14][C:15]3[CH:21]=[C:20]([OH:22])[CH:19]=[CH:18][C:16]=3[N:17]=2)[CH:5]=[CH:6][C:7]=1[O:8][CH2:9][CH:10]1[CH2:12][CH2:11]1.O[CH2:24][C@@H:25]([NH:27][C:28](=[O:34])[O:29][C:30]([CH3:33])([CH3:32])[CH3:31])[CH3:26].C1(P(C2C=CC=CC=2)C2C=CC=CC=2)C=CC=CC=1.C1(C)C=CC=CC=1.N(C(OC(C)C)=O)=NC(OC(C)C)=O>C1COCC1>[Cl:1][C:2]1[CH:3]=[C:4]([C:13]2[O:14][C:15]3[CH:21]=[C:20]([O:22][CH2:26][C@@H:25]([NH:27][C:28](=[O:34])[O:29][C:30]([CH3:31])([CH3:33])[CH3:32])[CH3:24])[CH:19]=[CH:18][C:16]=3[N:17]=2)[CH:5]=[CH:6][C:7]=1[O:8][CH2:9][CH:10]1[CH2:11][CH2:12]1 |f:3.4|. Starting materials: CC=1SC=C(N1)C(=O)OCC (ethyl 2-methyl-4-thiazolecarboxylate), BrN1C(CCC1=O)=O (N-bromosuccinimide). Reagents/catalysts: C(C1=CC=CC=C1)(=O)OOC(C1=CC=CC=C1)=O (benzoylperoxide). Solvent: C(Cl)(Cl)(Cl)Cl (CCl4). The product is BrCC=1SC=C(N1)C(=O)OCC (ethyl 2-bromomethyl-4-thiazolecarboxylate). Yield: 31.1%. As a reaction SMILES: [CH3:1][C:2]1[S:3][CH:4]=[C:5]([C:7]([O:9][CH2:10][CH3:11])=[O:8])[N:6]=1.[Br:12]N1C(=O)CCC1=O>C(Cl)(Cl)(Cl)Cl.C(OOC(=O)C1C=CC=CC=1)(=O)C1C=CC=CC=1>[Br:12][CH2:1][C:2]1[S:3][CH:4]=[C:5]([C:7]([O:9][CH2:10][CH3:11])=[O:8])[N:6]=1. Procedure: A solution of ethyl 2-methyl-4-thiazolecarboxylate [JCS 1946, 87, E. R. H. Jones, F. A. Robinson, M. N. Strachan] (5.0 g, 29.2 mmol) in CCl4 (30 ml) was treated with N-bromosuccinimide (5.2 g, 29.2 mmol) and benzoylperoxide (0.03 g). The reaction was heated to reflux while irradiating with a strong lamp for 21/2 hours. The reaction mixture was allowed to cool to ambient temperature, filtered and evaporated. The residue was purified by chromatography (eluant: CH2Cl2) to obtain ethyl 2-bromomethyl... The reactants are S(=O)(=O)(C)CCC#C (1-mesylbut-3-yne), C(C1=CC=CC=C1)C1CCNCC1 (4-benzylpiperidine), C(=O)([O-])[O-].[K+].[K+] (K2CO3). The solvent is CC#N (CH3CN). Product: C(CC#C)N1CCC(CC1)CC1=CC=CC=C1 (1-(3-Butynyl)-4-benzylpiperidine). The yield is 94.6%. As a reaction SMILES: S([CH2:5][CH2:6][C:7]#[CH:8])(C)(=O)=O.[CH2:9]([CH:16]1[CH2:21][CH2:20][NH:19][CH2:18][CH2:17]1)[C:10]1[CH:15]=[CH:14][CH:13]=[CH:12][CH:11]=1.C([O-])([O-])=O.[K+].[K+]>CC#N>[CH2:5]([N:19]1[CH2:20][CH2:21][CH:16]([CH2:9][C:10]2[CH:15]=[CH:14][CH:13]=[CH:12][CH:11]=2)[CH2:17][CH2:18]1)[CH2:6][C:7]#[CH:8] |f:2.3.4|. Reported procedure: A mixture of 1-mesylbut-3-yne (3.03 g, 20.0 mmol), 4-benzylpiperidine (4.21 g, 24.0 mmol) and K2CO3 (8.28 g, 60.0 mmol) in 50 mL of CH3CN is refluxed for 12 hr. The mixture is filtered and washed with EtOAc (3×30 mL). The filtrate is evaporated in vacuo and is purified by flash chromatography to give the product as pale yellow oil (4.30 g, 95%): 1H NMR (CDCl3) 1.32 (m, 2 H), 1.51 (m, 1 H), 1.65 (m, 2 H), 1.94 (m, 3 H), 2.36 (m, 2 H), 2.54 (m, 4 H), 2.86 (d, J=11.4 Hz, 2 H), 7.12-7.27 (m, 5 H). Solvent: O (water). Reported procedure: The solution and method according to the present invention use the principle of the dissolution of the conductive powder (e.g. zinc oxide) and of the organic matrix of the thermal grease. The electronic card is treated with a substantially water-free alcoholic solution of a neutral ammonium salt of organic acid (e.g. ammonium acetate or propionate). The ammonium salt (e.g. ammonium acetate) reacts with zinc oxide giving zinc acetate, that are soluble in alcohol, while the organic matrix (e.g. po... RXN SMILES: [O-2].[Zn+2:2].[C:3]([O-:6])(=[O:5])[CH3:4].[NH4+].[C:8]([O-:12])(=[O:11])[CH2:9]C>O>[C:3]([O-:6])(=[O:5])[CH3:4].[Zn+2:2].[C:8]([O-:12])(=[O:11])[CH3:9] |f:0.1,2.3,6.7.8|. The reactants are [O-2].[Zn+2] (zinc oxide), ammonium salt, [O-2].[Zn+2] (zinc oxide), ammonium salt, C(C)(=O)[O-].[NH4+] (ammonium acetate), C(CC)(=O)[O-] (propionate). Product: C(C)(=O)[O-].[Zn+2].C(C)(=O)[O-] (zinc acetate). Starting materials: CC1(C)C(N)=Nc2ccccc2C1(O)c1ccccc1, NN, O. Product: CC1(C)C(NN)=Nc2ccccc2C1(O)c1ccccc1. Reaction SMILES: [NH2:1][C:2]1=[N:3][c:4]2[cH:5][cH:6][cH:7][cH:8][c:9]2[C:10]([OH:14])([c:15]2[cH:16][cH:17][cH:18][cH:19][cH:20]2)[C:11]1([CH3:12])[CH3:13].[NH2:21][NH2:22].[OH2:23]>>[NH:1]([C:2]1=[N:3][c:4]2[cH:5][cH:6][cH:7][cH:8][c:9]2[C:10]([OH:14])([c:15]2[cH:16][cH:17][cH:18][cH:19][cH:20]2)[C:11]1([CH3:12])[CH3:13])[NH2:21]. Reactants: [OH-].[Na+] (NaOH), COC(\C=C\C=C(/CCCCCCCC)\C1=CC=C(C=C1)OC)=O ((E,E)-5-(4-methoxyphenyl)-2,4-tridecadienoic acid methyl ester). The solvent is CO (methanol). Conditions: time 2.5 hour. The product is COC1=CC=C(C=C1)/C(=C/C=C/C(=O)O)/CCCCCCCC ((E,E)-5-(4-methoxyphenyl)-2,4-tridecadienoic acid). The yield is 31.0%. RXN SMILES: C[O:2][C:3](=[O:24])/[CH:4]=[CH:5]/[CH:6]=[C:7](/[C:16]1[CH:21]=[CH:20][C:19]([O:22][CH3:23])=[CH:18][CH:17]=1)\[CH2:8][CH2:9][CH2:10][CH2:11][CH2:12][CH2:13][CH2:14][CH3:15].[OH-].[Na+]>CO>[CH3:23][O:22][C:19]1[CH:18]=[CH:17][C:16](/[C:7](/[CH2:8][CH2:9][CH2:10][CH2:11][CH2:12][CH2:13][CH2:14][CH3:15])=[CH:6]/[CH:5]=[CH:4]/[C:3]([OH:24])=[O:2])=[CH:21][CH:20]=1 |f:1.2|. Procedure: As described in Example 99, (E,E)-5-(4-methoxyphenyl)-2,4-tridecadienoic acid methyl ester (11 g) was saponified in a refluxing mixture of methanol (40 mL) and 2N NaOH (40 mL). After 2.5 hours the reaction was worked up in the usual way and the crude acid was crystallized from hexane to give 3.27 g of (E,E)-5-(4-methoxyphenyl)-2,4-tridecadienoic acid, mp 109°-110° C. The product is CC(=O)CCCC1=CCCC1. The reactants are COC(C)(C)C, CC(=O)CCC=C1CCCC1, Cc1ccccc1. RXN SMILES: [C:19]([O:20][CH3:21])([CH3:22])([CH3:23])[CH3:24].[C:1]1(=[CH:6][CH2:7][CH2:8][C:9]([CH3:10])=[O:11])[CH2:2][CH2:3][CH2:4][CH2:5]1.[CH3:12][c:13]1[cH:14][cH:15][cH:16][cH:17][cH:18]1>>[C:1]1([CH2:6][CH2:7][CH2:8][C:9]([CH3:10])=[O:11])=[CH:2][CH2:3][CH2:4][CH2:5]1. Reactants: COc1cc2c(cc1OC)C(C(C#N)SCC(=O)O)=NCC2, C(=NC1CCCCC1)=NC1CCCCC1, c1ccncc1. Product: COc1cc2c(cc1OC)C1=C(C#N)SCC(=O)N1CC2. Reaction SMILES: [C:1](=[O:2])([OH:3])[CH2:4][S:5][CH:6]([C:7]#[N:8])[C:9]1=[N:10][CH2:11][CH2:12][c:13]2[cH:14][c:15]([O:21][CH3:22])[c:16]([O:19][CH3:20])[cH:17][c:18]21.[CH:23]1([N:24]=[C:25]=[N:26][CH:27]2[CH2:28][CH2:29][CH2:30][CH2:31][CH2:32]2)[CH2:33][CH2:34][CH2:35][CH2:36][CH2:37]1.[cH:38]1[cH:39][cH:40][n:41][cH:42][cH:43]1>>[C:1]1(=[O:2])[CH2:4][S:5][C:6]([C:7]#[N:8])=[C:9]2[N:10]1[CH2:11][CH2:12][c:13]1[cH:14][c:15]([O:21][CH3:22])[c:16]([O:19][CH3:20])[cH:17][c:18]12. Reactants: S(=O)(=O)(C1=CC=C(C)C=C1)Cl (Tosyl chloride), C(C1=CC=CC=C1)OC1=C(C=C(C=C1)OCC1=CC=CC=C1)C(CCO)C (3-(2,5-dibenzyloxyphenyl)-1-butanol). The solvent is N1=CC=CC=C1 (pyridine), Cl (hydrochloric acid). Conditions: time 18 hour. The product is S(=O)(=O)(OCCC(C)C1=C(C=CC(=C1)OCC1=CC=CC=C1)OCC1=CC=CC=C1)C1=CC=C(C)C=C1 (3-(2,5-Dibenzyloxyphenyl)butyl Tosylate). Reaction SMILES: [S:1](Cl)([C:4]1[CH:10]=[CH:9][C:7]([CH3:8])=[CH:6][CH:5]=1)(=[O:3])=[O:2].[CH2:12]([O:19][C:20]1[CH:25]=[CH:24][C:23]([O:26][CH2:27][C:28]2[CH:33]=[CH:32][CH:31]=[CH:30][CH:29]=2)=[CH:22][C:21]=1[CH:34]([CH3:38])[CH2:35][CH2:36][OH:37])[C:13]1[CH:18]=[CH:17][CH:16]=[CH:15][CH:14]=1>N1C=CC=CC=1.Cl>[S:1]([C:4]1[CH:10]=[CH:9][C:7]([CH3:8])=[CH:6][CH:5]=1)([O:37][CH2:36][CH2:35][CH:34]([C:21]1[CH:22]=[C:23]([O:26][CH2:27][C:28]2[CH:29]=[CH:30][CH:31]=[CH:32][CH:33]=2)[CH:24]=[CH:25][C:20]=1[O:19][CH2:12][C:13]1[CH:18]=[CH:17][CH:16]=[CH:15][CH:14]=1)[CH3:38])(=[O:3])=[O:2]. Procedure: Tosyl chloride (11.1 g., 58.1 mM) is added to a solution of 3-(2,5-dibenzyloxyphenyl)-1-butanol (20.7 g., 57 mM) in pyridine (90 ml.) at -45° C. The reaction mixture is held at -35° C. for 18 hours and is then diluted with cold 2 N hydrochloric acid (1500 ml.) and extracted with ether (5×250 ml.). The combined extracts are washed with saturated sodium chloride solution (4×250 ml.) and then dried (Na2SO4). Concentration of the dried extract affords the product which may be purified by standard me...